From a dataset of the Open Reaction Database (ORD), a public repository of structured organic reaction records. describe an organic reaction: reactants, conditions, products, and yield The reactants are product, ClC=1C(=NC(=CC1)Cl)C(=O)O (3,6-dichloropyridine-2-carboxylic acid), Br (hydrogen bromide), Br (hydrogen bromide), product, Br (hydrogen bromide). Solvent: C(C)(=O)O (acetic acid), C(C)(=O)O (acetic acid), C(C)(=O)O (acetic acid), C(C)(=O)O (acetic acid). Reaction conditions: temperature 110 celsius. Yields the product BrC1=CC=C(C(=N1)C(=O)O)Cl (6-bromo-3-chloropyridine-2-carboxylic acid). Reaction SMILES: [Cl:1][C:2]1[C:3]([C:9]([OH:11])=[O:10])=[N:4][C:5](Cl)=[CH:6][CH:7]=1.[BrH:12]>C(O)(=O)C>[Br:12][C:5]1[N:4]=[C:3]([C:9]([OH:11])=[O:10])[C:2]([Cl:1])=[CH:7][CH:6]=1. Reported procedure: 20.0 g (104.2 mmol) of 3,6-dichloropyridine-2-carboxylic acid are admixed with 50 ml of acetic acid. Then 5 ml (33% by weight; 28.96 mmol) of a solution of hydrogen bromide in acetic acid are added. The mixture is heated to 110° C., and a further 22 ml (33% by weight; 127.4 mmol) of a solution of hydrogen bromide in acetic acid are added dropwise at this temperature. The reaction mixture is stirred at 110° C. until monitoring of the reaction by HPLC indicates virtually complete conversion. To ac... The reactants are C1=NC(=CC=2C3=CC=CC=C3NC12)C(=O)OCC (ethyl β-carbolin-3-carboxylate), C1=CC=C(C=C1)CCN (β-phenethylamine). Run in O (water). Product: C1(=CC=CC=C1)CCNC(=O)C=1N=CC=2NC3=CC=CC=C3C2C1 (β-carbolin-3-carboxylic acid (2-phenylethyl)amide). The yield is 95.2%. RXN SMILES: [CH:1]1[C:13]2[NH:12][C:11]3[C:6](=[CH:7][CH:8]=[CH:9][CH:10]=3)[C:5]=2[CH:4]=[C:3]([C:14]([O:16]CC)=O)[N:2]=1.[CH:19]1[CH:24]=[CH:23][C:22]([CH2:25][CH2:26][NH2:27])=[CH:21][CH:20]=1>O>[C:22]1([CH2:25][CH2:26][NH:27][C:14]([C:3]2[N:2]=[CH:1][C:13]3[NH:12][C:11]4[C:6]([C:5]=3[CH:4]=2)=[CH:7][CH:8]=[CH:9][CH:10]=4)=[O:16])[CH:23]=[CH:24][CH:19]=[CH:20][CH:21]=1. Reported procedure: 2 g of ethyl β-carbolin-3-carboxylate and 5 g of β-phenethylamine are heated for 2 hours at 196° C. The cooled, partly crystallized mixture is treated with hot water which is decanted. The residue is recrystallized from xylene to form β-carbolin-3-carboxylic acid (2-phenylethyl)amide (2.5 g) of a melting point of 297°-298° C. Reactants: CS(=O)(=O)OC1CN(C1)C(C1=CC=CC=C1)C1=CC=CC=C1 (1-(diphenylmethyl)azetidin-3-yl methanesulfonate), ClCCOC(=O)Cl (chloroethylchloroformate). Run in ClCCl (dichloromethane). Product: Cl.CS(=O)(=O)OC1CNC1 (Azetidin-3-yl methanesulfonate hydrochloride). RXN SMILES: [CH3:1][S:2]([O:5][CH:6]1[CH2:9][N:8](C(C2C=CC=CC=2)C2C=CC=CC=2)[CH2:7]1)(=[O:4])=[O:3].[Cl:23]CCOC(Cl)=O>ClCCl>[ClH:23].[CH3:1][S:2]([O:5][CH:6]1[CH2:9][NH:8][CH2:7]1)(=[O:4])=[O:3] |f:3.4|. Reported procedure: A mixture of 1-(diphenylmethyl)azetidin-3-yl methanesulfonate (WO 97/25322, p64), (20 g, 63 mmol) and chloroethylchloroformate (10 mL, 95 mmol) in dichloromethane (100 mL) was heated under reflux for 2.5 hours. The reaction mixture was then concentrated in vacuo and the residue was re-dissolved in methanol (100 mL) and heated under reflux for a further 2.5 hours. The mixture was then cooled to room temperature and concentrated in vacuo to afford the title compound as a white solid in quantitativ... Starting materials: CC(=O)N1c2ccc(-n3cnc(C)c3)cc2C(N)CC1C, CC(C)(C)[O-], CN(C)c1ccccc1-c1ccccc1P(C1CCCCC1)C1CCCCC1, Cl, Cl, COC(=O)c1ccc(I)cc1, [Na+], O=C(C=Cc1ccccc1)C=Cc1ccccc1, O=C(C=Cc1ccccc1)C=Cc1ccccc1, O=C(C=Cc1ccccc1)C=Cc1ccccc1, [Pd], [Pd]. Yields the product COC(=O)c1ccc(NC2CC(C)N(C(C)=O)c3ccc(-n4cnc(C)c4)cc32)cc1. Reaction SMILES: [C:3]([CH3:4])(=[O:5])[N:6]1[CH:7]([CH3:23])[CH2:8][CH:9]([NH2:22])[c:10]2[cH:11][c:12](-[n:16]3[cH:17][n:18][c:19]([CH3:21])[cH:20]3)[cH:13][cH:14][c:15]21.[CH3:35][C:36]([CH3:37])([O-:38])[CH3:39].[CH:41]1([P:42]([CH:43]2[CH2:44][CH2:45][CH2:46][CH2:47][CH2:48]2)[c:49]2[cH:50][cH:51][cH:52][cH:53][c:54]2-[c:55]2[c:56]([N:57]([CH3:58])[CH3:59])[cH:60][cH:61][cH:62][cH:63]2)[CH2:64][CH2:65][CH2:66][CH2:67][CH2:68]1.[ClH:1].[ClH:2].[I:24][c:25]1[cH:26][cH:27][c:28]([C:29](=[O:30])[O:31][CH3:32])[cH:33][cH:34]1.[Na+:40].[O:107]=[C:108]([CH:109]=[CH:110][c:111]1[cH:112][cH:113][cH:114][cH:115][cH:116]1)[CH:117]=[CH:118][c:119]1[cH:120][cH:121][cH:122][cH:123][cH:124]1.[O:71]=[C:72]([CH:73]=[CH:74][c:75]1[cH:76][cH:77][cH:78][cH:79][cH:80]1)[CH:81]=[CH:82][c:83]1[cH:84][cH:85][cH:86][cH:87][cH:88]1.[O:89]=[C:90]([CH:91]=[CH:92][c:93]1[cH:94][cH:95][cH:96][cH:97][cH:98]1)[CH:99]=[CH:100][c:101]1[cH:102][cH:103][cH:104][cH:105][cH:106]1.[Pd:69].[Pd:70]>>[C:3]([CH3:4])(=[O:5])[N:6]1[CH:7]([CH3:23])[CH2:8][CH:9]([NH:22][c:25]2[cH:26][cH:27][c:28]([C:29](=[O:30])[O:31][CH3:32])[cH:33][cH:34]2)[c:10]2[cH:11][c:12](-[n:16]3[cH:17][n:18][c:19]([CH3:21])[cH:20]3)[cH:13][cH:14][c:15]21. The reactants are [Cl-], [Cl-], COc1ccc(CC(C)O)cc1Cl, Cl, O=Cc1ccc([N+](=O)[O-])cc1, [Zn+2], c1ccccc1. Product: COc1cc2c(cc1Cl)CC(C)OC2c1ccc([N+](=O)[O-])cc1. Reaction SMILES: [Cl-:32].[Cl-:34].[Cl:1][c:2]1[cH:3][c:4]([CH2:10][CH:11]([CH3:12])[OH:13])[cH:5][cH:6][c:7]1[O:8][CH3:9].[ClH:25].[N+:14](=[O:15])([O-:16])[c:17]1[cH:18][cH:19][c:20]([CH:21]=[O:22])[cH:23][cH:24]1.[Zn+2:33].[cH:26]1[cH:27][cH:28][cH:29][cH:30][cH:31]1>>[Cl:1][c:2]1[cH:3][c:4]2[c:5]([cH:6][c:7]1[O:8][CH3:9])[CH:21]([c:20]1[cH:19][cH:18][c:17]([N+:14](=[O:15])[O-:16])[cH:24][cH:23]1)[O:13][CH:11]([CH3:12])[CH2:10]2.